Dataset: the Open Reaction Database (ORD), a public repository of structured organic reaction records. Task: describe an organic reaction: reactants, conditions, products, and yield Reactants: COc1cc(N2CCN(S(C)(=O)=O)CC2)ccc1N, CO, COc1ccc(-c2nc3ccccn3c2-c2ccnc(Cl)n2)cc1C(=O)Nc1c(F)cccc1F, ClCCl, OC(F)(F)CF, N, Cc1ccc(S(=O)(=O)O)cc1. Yields the product COc1cc(N2CCN(S(C)(=O)=O)CC2)ccc1Nc1nccc(-c2c(-c3ccc(OC)c(C(=O)Nc4c(F)cccc4F)c3)nc3ccccn23)n1. Reaction SMILES: [CH3:36][O:37][c:38]1[c:39]([NH2:40])[cH:41][cH:42][c:43]([N:45]2[CH2:46][CH2:47][N:48]([S:51](=[O:52])(=[O:53])[CH3:54])[CH2:49][CH2:50]2)[cH:44]1.[CH3:73][OH:74].[Cl:1][c:2]1[n:3][cH:4][cH:5][c:6](-[c:8]2[c:9](-[c:17]3[cH:18][cH:19][c:20]([O:34][CH3:35])[c:21]([C:22](=[O:23])[NH:24][c:25]4[c:26]([F:32])[cH:27][cH:28][cH:29][c:30]4[F:31])[cH:33]3)[n:10][c:11]3[n:12]2[cH:13][cH:14][cH:15][cH:16]3)[n:7]1.[Cl:75][CH2:76][Cl:77].[F:66][CH2:67][C:68]([F:69])([F:70])[OH:71].[NH3:72].[c:55]1([CH3:56])[cH:57][cH:58][c:59]([S:60]([OH:61])(=[O:62])=[O:63])[cH:64][cH:65]1>>[c:2]1([NH:40][c:39]2[c:38]([O:37][CH3:36])[cH:44][c:43]([N:45]3[CH2:46][CH2:47][N:48]([S:51](=[O:52])(=[O:53])[CH3:54])[CH2:49][CH2:50]3)[cH:42][cH:41]2)[n:3][cH:4][cH:5][c:6](-[c:8]2[c:9](-[c:17]3[cH:18][cH:19][c:20]([O:34][CH3:35])[c:21]([C:22](=[O:23])[NH:24][c:25]4[c:26]([F:32])[cH:27][cH:28][cH:29][c:30]4[F:31])[cH:33]3)[n:10][c:11]3[n:12]2[cH:13][cH:14][cH:15][cH:16]3)[n:7]1. Reactants: ClCCC1=CN=C(N1C)[N+](=O)[O-] (5-(2-chloroethyl)-1-methyl-2-nitroimidazole), CC(C)([O-])C.[K+] (potassium tert-butoxide). Run in C1=CC=CC=C1 (benzene). Run at time 2 hour. The product is CN1C(=NC=C1C=C)[N+](=O)[O-] (1-Methyl-2-nitro-5-vinylimidazole). As a reaction SMILES: Cl[CH2:2][CH2:3][C:4]1[N:8]([CH3:9])[C:7]([N+:10]([O-:12])=[O:11])=[N:6][CH:5]=1.CC(C)([O-])C.[K+]>C1C=CC=CC=1>[CH3:9][N:8]1[C:4]([CH:3]=[CH2:2])=[CH:5][N:6]=[C:7]1[N+:10]([O-:12])=[O:11] |f:1.2|. Reported procedure: To a solution of 18.9 g. of 5-(2-chloroethyl)-1-methyl-2-nitroimidazole (prepared according to the procedure of British Pat. No. 1,222,486) in 2.8 liters of anhydrous benzene cooled to 5°-10° C., 16.8 g. of potassium tert-butoxide is added. Stirring is continued for 2 hours at 5°-10° C. After filtration and concentration to dryness under vacuum at a temperature lower than 50° C., the resulting yellow oily residue is washed three times with 50 ml. of ethyl ether (or light petroleum). The title pr... The reactants are [O-]Cl.[Na+] (NaOCl), SC1=NC(=NS1)C1=CC(=CC=C1)OC (5-mercapto-3-(3-methoxyphenyl)-1,2,4-thiadiazole), [OH-].[NH4+] (ammonium hydroxide). The solvent is O (water), [OH-].[Na+] (sodium hydroxide). Conditions: time 15 minute. The product is COC=1C=C(C=CC1)C1=NSC(=N1)SN (3-(3-Methoxyphenyl)-1,2,4-thiadiazole-5-sulfenamide). Reaction SMILES: [SH:1][C:2]1[S:6][N:5]=[C:4]([C:7]2[CH:12]=[CH:11][CH:10]=[C:9]([O:13][CH3:14])[CH:8]=2)[N:3]=1.[O-]Cl.[Na+].[OH-].[NH4+:19]>[OH-].[Na+].O>[CH3:14][O:13][C:9]1[CH:8]=[C:7]([C:4]2[N:3]=[C:2]([S:1][NH2:19])[S:6][N:5]=2)[CH:12]=[CH:11][CH:10]=1 |f:1.2,3.4,5.6|. Reported procedure: A solution of 2.2 g of 5-mercapto-3-(3-methoxyphenyl)-1,2,4-thiadiazole in 35 ml of 5% sodium hydroxide and a solution prepared by diluting 22 ml of 5.25% NaOCl solution to 35 ml with water were added dropwise simultaneously to 95 ml of ammonium hydroxide solution while maintaining the mixture at 0°. The resulting mixture was stirred for 15 minutes and the precipitated solid was collected, washed with water and dried (P2O5 /high vacuum) to give 1.76 g of solid, m.p. 157°-160° C. dec. Starting materials: BrC=1C=C2C(=C(C(=NC2=CC1)C)C(C(F)(F)F)=O)C1=CC=C(C=C1)F (1-[6-Bromo-4-(4-fluoro-phenyl)-2-methyl-quinolin-3-yl]-2,2,2-trifluoro-ethanone), CN(C1CNCC1)C (3-(dimethylamino)pyrrolidine). The solvent is C(C)(=O)OCC.CO (ethyl acetate methanol). Run at time 16 hour. The product is CN(C1CN(CC1)C=1C=C2C(=C(C(=NC2=CC1)C)C(C(F)(F)F)=O)C1=CC=C(C=C1)F)C (1-[6-(3-Dimethylamino-pyrrolidin-1-yl)-4-(4-fluoro-phenyl)-2-methyl-quinolin-3-yl]-2,2,2-trifluoro-ethanone). Yield: 44.0%. As a reaction SMILES: Br[C:2]1[CH:3]=[C:4]2[C:9](=[CH:10][CH:11]=1)[N:8]=[C:7]([CH3:12])[C:6]([C:13](=[O:18])[C:14]([F:17])([F:16])[F:15])=[C:5]2[C:19]1[CH:24]=[CH:23][C:22]([F:25])=[CH:21][CH:20]=1.[CH3:26][N:27]([CH3:33])[CH:28]1[CH2:32][CH2:31][NH:30][CH2:29]1>C(OCC)(=O)C.CO>[CH3:26][N:27]([CH3:33])[CH:28]1[CH2:32][CH2:31][N:30]([C:2]2[CH:3]=[C:4]3[C:9](=[CH:10][CH:11]=2)[N:8]=[C:7]([CH3:12])[C:6]([C:13](=[O:18])[C:14]([F:17])([F:16])[F:15])=[C:5]3[C:19]2[CH:24]=[CH:23][C:22]([F:25])=[CH:21][CH:20]=2)[CH2:29]1 |f:2.3|. Reported procedure: The title compound was prepared from 1-[6-Bromo-4-(4-fluoro-phenyl)-2-methyl-quinolin-3-yl]-2,2,2-trifluoro-ethanone [example 24] and 3-(dimethylamino)pyrrolidine according to the procedure of example 25, except that the reaction time was of 16 h and that ethyl acetate/methanol (9:1) was used. Yield: 44%; MS: m/z=446 (M+H). Reactants: intermediate, IN1C(CCC1=O)=O (N-iodosuccinimide), ClC(C(=O)O)Cl (dichloroacetic acid), FC=1C=C(CN2C(C=C(C=C2)O)=O)C=CC1 (1-(3-fluorobenzyl)-4-hydroxypyridin-2(1H)-one). Run in C(C)#N (acetonitrile). Reaction conditions: time 1 hour. The product is FC=1C=C(CN2C(C(=C(C=C2)O)I)=O)C=CC1 (1-(3-fluorobenzyl)-4-hydroxy-3-iodopyridin-2(1H)-one). RXN SMILES: [F:1][C:2]1[CH:3]=[C:4]([CH:14]=[CH:15][CH:16]=1)[CH2:5][N:6]1[CH:11]=[CH:10][C:9]([OH:12])=[CH:8][C:7]1=[O:13].[I:17]N1C(=O)CCC1=O.ClC(Cl)C(O)=O>C(#N)C>[F:1][C:2]1[CH:3]=[C:4]([CH:14]=[CH:15][CH:16]=1)[CH2:5][N:6]1[CH:11]=[CH:10][C:9]([OH:12])=[C:8]([I:17])[C:7]1=[O:13]. Reported procedure: To a mixture of 1-(3-fluorobenzyl)-4-hydroxypyridin-2(1H)-one (1.1 g, 5 mmol) in acetonitrile (15 mL) was added N-iodosuccinimide (1.1 g, 5.5 mmol) along with a ca. amount of dichloroacetic acid (0.1 mL). The reaction mixture stirred at room temperature for 1 hour under nitrogen. The mixture was chilled in an ice bath and filtered cold with fresh MeCl2. The beige solid was dried to afford the desired iodinated intermediate (1.21 g, 69%). ES-LRMS m/z 346. Starting materials: O=C(O)CC(O)(CC(=O)O)C(=O)O, Cc1c(Cc2ccc(OC(C)C)cc2)c(OC2OC(CO)C(O)C(O)C2O)nn1C(=O)OCc1ccccc1, Cc1cc(C)nc(C)c1, CCOC(=O)Cl, O, O. Product: CCOC(=O)OCC1OC(Oc2nn(C(=O)OCc3ccccc3)c(C)c2Cc2ccc(OC(C)C)cc2)C(O)C(O)C1O. Reaction SMILES: [C:48]([OH:49])(=[O:50])[CH2:51][C:52]([CH2:53][C:54]([OH:55])=[O:56])([C:57]([OH:58])=[O:59])[OH:60].[CH2:1]([c:2]1[cH:3][cH:4][cH:5][cH:6][cH:7]1)[O:8][C:9](=[O:10])[n:11]1[n:12][c:13]([O:28][CH:29]2[CH:30]([OH:31])[CH:32]([OH:33])[CH:34]([OH:35])[CH:36]([CH2:38][OH:39])[O:37]2)[c:14]([CH2:17][c:18]2[cH:19][cH:20][c:21]([O:24][CH:25]([CH3:26])[CH3:27])[cH:22][cH:23]2)[c:15]1[CH3:16].[CH3:61][c:62]1[cH:63][c:64]([CH3:65])[cH:66][c:67]([CH3:68])[n:69]1.[Cl:40][C:41](=[O:42])[O:43][CH2:44][CH3:45].[OH2:46].[OH2:47]>>[CH2:1]([c:2]1[cH:3][cH:4][cH:5][cH:6][cH:7]1)[O:8][C:9](=[O:10])[n:11]1[n:12][c:13]([O:28][CH:29]2[CH:30]([OH:31])[CH:32]([OH:33])[CH:34]([OH:35])[CH:36]([CH2:38][O:39][C:41](=[O:42])[O:43][CH2:44][CH3:45])[O:37]2)[c:14]([CH2:17][c:18]2[cH:19][cH:20][c:21]([O:24][CH:25]([CH3:26])[CH3:27])[cH:22][cH:23]2)[c:15]1[CH3:16]. Reactants: C(=O)(C(F)(F)F)O (TFA), hydrochloride salt, N(C1=CC=CC=C1)C(CN1C2=C(C=3C(=C(C=CC13)Cl)Cl)CCN(CC2)C(=O)OC(C)(C)C)=O (tert-butyl 6-(2-anilino-2-oxoethyl)-9,10-dichloro-1,4,5,6-tetrahydroazepino[4,5-b]indole-3(2H)-carboxylate), C(=O)(C(F)(F)F)O (TFA), C(=O)(C(F)(F)F)O (TFA). The solvent is C(Cl)Cl (CH2Cl2), C(Cl)Cl (CH2Cl2). Reaction conditions: time 69 hour. The product is Cl.ClC1=C(C=2C3=C(N(C2C=C1)CC(=O)NC1=CC=CC=C1)CCNCC3)Cl (2-(9,10-Dichloro-2,3,4,5-tetrahydroazepino[4,5-b]indol-6(1H)-yl)-N-phenylacetamide hydrochloride). The yield is 132.1%. As a reaction SMILES: [NH:1]([C:8](=[O:33])[CH2:9][N:10]1[C:18]2[CH:17]=[CH:16][C:15]([Cl:19])=[C:14]([Cl:20])[C:13]=2[C:12]2[CH2:21][CH2:22][N:23](C(OC(C)(C)C)=O)[CH2:24][CH2:25][C:11]1=2)[C:2]1[CH:7]=[CH:6][CH:5]=[CH:4][CH:3]=1.C(O)(C(F)(F)F)=O>C(Cl)Cl>[ClH:19].[Cl:19][C:15]1[CH:16]=[CH:17][C:18]2[N:10]([CH2:9][C:8]([NH:1][C:2]3[CH:7]=[CH:6][CH:5]=[CH:4][CH:3]=3)=[O:33])[C:11]3[CH2:25][CH2:24][NH:23][CH2:22][CH2:21][C:12]=3[C:13]=2[C:14]=1[Cl:20] |f:3.4|. Procedure details: To a solution of tert-butyl 6-(2-anilino-2-oxoethyl)-9,10-dichloro-1,4,5,6-tetrahydroazepino[4,5-b]indole-3(2H)-carboxylate (40 mg, 0.082 mmol) in CH2Cl2 (3 mL), TFA (0.032 mL, 0.41 mmol) was added while stirring at rt. Additional TFA (0.032 mL, 0.41 mmol) was added after 3 h. After 69 h, TFA (0.25 mL, 3.2 mmol) was added along with additional CH2Cl2 (3 mL). The reaction was quenched with 10% aqueous NaOH (5 mL) after 70 h and extracted with CH2Cl2 (3×15 mL). The combined organic layers were was... The product is C(C1=CC=CC=C1)(=O)NCC(C1=CC=C(C=C1)Cl)NNC(=O)NC1=CC=C(C=C1)OC(F)(F)F (2-[2-benzoylamino-1-(4-chlorophenyl)ethyl]-N-(4-trifluoromethoxyphenyl)hydrazinecarboxamide). The reactants are C(C1=CC=CC=C1)(=O)NCC(C1=CC(=CC=C1)Cl)=NNC(=O)NC1=CC=C(C=C1)OC(F)(F)F (2-[2-benzoylamino-l-(3-chlorophenyl)ethylidene]-N-(4-trifluoromethoxyphenyl)hydrazinecarboxamide), C(#N)[BH3-].[Na+] (sodium cyanoborohydride), Cl (hydrogen chloride). The solvent is CO (methanol). RXN SMILES: [C:1]([NH:9][CH2:10][C:11](=[N:19][NH:20][C:21]([NH:23][C:24]1[CH:29]=[CH:28][C:27]([O:30][C:31]([F:34])([F:33])[F:32])=[CH:26][CH:25]=1)=[O:22])[C:12]1[CH:17]=[CH:16][CH:15]=[C:14](Cl)[CH:13]=1)(=[O:8])[C:2]1[CH:7]=[CH:6][CH:5]=[CH:4][CH:3]=1.C([BH3-])#N.[Na+].[ClH:39]>CO>[C:1]([NH:9][CH2:10][CH:11]([NH:19][NH:20][C:21]([NH:23][C:24]1[CH:25]=[CH:26][C:27]([O:30][C:31]([F:33])([F:34])[F:32])=[CH:28][CH:29]=1)=[O:22])[C:12]1[CH:17]=[CH:16][C:15]([Cl:39])=[CH:14][CH:13]=1)(=[O:8])[C:2]1[CH:7]=[CH:6][CH:5]=[CH:4][CH:3]=1 |f:1.2|. Procedure: In 10 ml of methanol was suspended 0.30 g (0.59 mmole) of 2-[2-benzoylamino-l-(3-chlorophenyl)ethylidene]-N-(4-trifluoromethoxyphenyl)hydrazinecarboxamide, and 0.07 g (1 mmole) of sodium cyanoborohydride was added to the resulting suspension. The resulting mixture was adjusted to pH 4 to 6 with a methanolic solution of hydrogen chloride at room temperature and subjected to reaction. Reactants: [Na+].[Cl-] (NaCl), 0, Cl.CN(CCCl)C (2-dimethylamino-ethyl chloride hydrochloride), C(CCCCCCCC)C1C(NC(S1)C=1C=NC=CC1)=O (5-(n-nonyl)-2-(3-pyridyl)-thiazolidin-4-one). The solvent is CN(C=O)C (dimethylform-amide). Conditions: time 10 hour. Yields the product CN(CCN1C(SC(C1=O)CCCCCCCCC)C=1C=NC=CC1)C (3-(2-dimethylaminoethyl)-5-(n-nonyl)-2-(3-pyridyl)thiazolidin-4-one). The yield is 33.3%. As a reaction SMILES: Cl.[CH3:2][N:3]([CH3:7])[CH2:4][CH2:5]Cl.[CH2:8]([CH:17]1[S:21][CH:20]([C:22]2[CH:23]=[N:24][CH:25]=[CH:26][CH:27]=2)[NH:19][C:18]1=[O:28])[CH2:9][CH2:10][CH2:11][CH2:12][CH2:13][CH2:14][CH2:15][CH3:16].[Na+].[Cl-]>CN(C)C=O>[CH3:2][N:3]([CH3:7])[CH2:4][CH2:5][N:19]1[C:18](=[O:28])[CH:17]([CH2:8][CH2:9][CH2:10][CH2:11][CH2:12][CH2:13][CH2:14][CH2:15][CH3:16])[S:21][CH:20]1[C:22]1[CH:23]=[N:24][CH:25]=[CH:26][CH:27]=1 |f:0.1,3.4|. Reported procedure: K2C03 (0 9 g, 6.52 mmol) and 2-dimethylamino-ethyl chloride hydrochloride (0.47 g, 3.26 mmol) were added to a solution of 5-(n-nonyl)-2-(3-pyridyl)-thiazolidin-4-one (1 g, 3.26 mmol) in dry dimethylform-amide (10 ml). The mixture was kept at 50° C. for 10 hours. The resulting mixture, after addition of aqueous NaCl, was extracted with ethyl acetate. The extract was washed with aqueous NaCl, dried, and the solvent was removed in vacuo. The residue was purified by chromatography on silica gel, giv... Reported procedure: Toluene (150 ml), 5% platinum on carbon (1.55 g), and N-(2-methylpropyl)-6-methyl-3-nitro-2-phenoxypyridin-4-amine (31.00 g) from Part C were placed in a Parr hydrogenation flask at a hydrogen pressure of 345 kPa for 2 hours with shaking. The reaction was monitored by TLC and HPLC. More 5% platinum on carbon (5 g) was added. After 2 hours, another 4 g of 5% platinum on carbon was added and the reaction was continued overnight. The resulting reaction mixture was filtered, and the solvent was remo... Run in C1(=CC=CC=C1)C (Toluene). Starting materials: CC(CNC1=C(C(=NC(=C1)C)OC1=CC=CC=C1)[N+](=O)[O-])C (N-(2-methylpropyl)-6-methyl-3-nitro-2-phenoxypyridin-4-amine), [H][H] (hydrogen). The product is CC(CNC1=C(C(=NC(=C1)C)OC1=CC=CC=C1)N)C (N4-(2-Methylpropyl)-6-methyl-2-phenoxypyridin-3,4-diamine). As a reaction SMILES: [CH3:1][CH:2]([CH3:22])[CH2:3][NH:4][C:5]1[CH:10]=[C:9]([CH3:11])[N:8]=[C:7]([O:12][C:13]2[CH:18]=[CH:17][CH:16]=[CH:15][CH:14]=2)[C:6]=1[N+:19]([O-])=O.[H][H]>[Pt].C1(C)C=CC=CC=1>[CH3:1][CH:2]([CH3:22])[CH2:3][NH:4][C:5]1[CH:10]=[C:9]([CH3:11])[N:8]=[C:7]([O:12][C:13]2[CH:18]=[CH:17][CH:16]=[CH:15][CH:14]=2)[C:6]=1[NH2:19]. Reagents/catalysts: [Pt] (platinum on carbon), [Pt] (platinum on carbon), [Pt] (platinum on carbon). Run at time 2 hour.